Dataset: the Open Reaction Database (ORD), a public repository of structured organic reaction records. Task: describe an organic reaction: reactants, conditions, products, and yield Reactants: [OH-].[Na+] (sodium hydroxide), C(C1=CC=CC=C1)N1CCC(CC1)(O)C1=CC=C(C=C1)Br (1-benzyl-4-(4-bromo-phenyl)-piperidin-4-ol), O.C1(=CC=C(C=C1)S(=O)(=O)O)C (p-toluenesulphonic acid monohydrate), O (water). The solvent is C1(=CC=CC=C1)C (toluene). Yields the product C(C1=CC=CC=C1)N1CCC(=CC1)C1=CC=C(C=C1)Br (1-benzyl-4-(4-bromo-phenyl)-1,2,3,6-tetrahydro-pyridine). Isolated yield 95.0%. As a reaction SMILES: [CH2:1]([N:8]1[CH2:13][CH2:12][C:11]([C:15]2[CH:20]=[CH:19][C:18]([Br:21])=[CH:17][CH:16]=2)(O)[CH2:10][CH2:9]1)[C:2]1[CH:7]=[CH:6][CH:5]=[CH:4][CH:3]=1.O.C1(C)C=CC(S(O)(=O)=O)=CC=1.O.[OH-].[Na+]>C1(C)C=CC=CC=1>[CH2:1]([N:8]1[CH2:9][CH:10]=[C:11]([C:15]2[CH:16]=[CH:17][C:18]([Br:21])=[CH:19][CH:20]=2)[CH2:12][CH2:13]1)[C:2]1[CH:3]=[CH:4][CH:5]=[CH:6][CH:7]=1 |f:1.2,4.5|. Procedure details: A mixture of 121.6 g (0.35 mol) of 1-benzyl-4-(4-bromo-phenyl)-piperidin-4-ol and 121.6 g of p-toluenesulphonic acid monohydrate (0.64 mol) in 1200 ml of toluene was heated to reflux on a water separator for 4.5 hours. Subsequently, the reaction mixture was cooled to room temperature and adjusted to pH 10 with 3N sodium hydroxide solution. Thereafter, the mixture was extracted firstly with 200 ml and then with 500 ml of methylene chloride. The combined organic phases were washed twice with 100 m... The reactants are C(C1=CC=CC=C1)OC(=O)N1CCC(CC1)NC(=O)NCCNC(=O)C1=NC(=C2N=CN(C2=N1)[C@H]1[C@@H]([C@@H]([C@H](C1)NC(CC)=O)O)O)NCC(C1=CC=CC=C1)C1=CC=CC=C1 (4-[3-(2-{[9-((1R,2S,3R,4S)-2,3-Dihydroxy-4-propionylamino-cyclopentyl)-6-(2,2-diphenyl-ethylamino)-9H-purine-2-carbonyl]-amino}-ethyl)-ureido]-piperidine-1-carboxylic acid benzyl ester), FC(C(=O)O)(F)F.C1(=CC=CC=C1)C(CNC1=C2N=CN(C2=NC(=N1)N1C[C@@H](CC1)NC(=O)N[C@H]1CNCC1)[C@H]1[C@@H]([C@@H]([C@H](C1)NC(CC)=O)O)O)C1=CC=CC=C1 (N-((1S,2R,3S,4R)-4-{6-(2,2-Diphenyl-ethylamino)-2-[(R)-3-((R)-3-pyrrolidin-3-ylureido)-pyrrolidin-1-yl]-purin-9-yl}-2,3-dihydroxy-cyclopentyl)-propionamide trifluoroacetate). Product: FC(C(=O)O)(F)F.C(C1=CC=CC=C1)OC(=O)N1CCC(CC1)NC(=O)N1C[C@@H](CC1)NC(=O)N[C@H]1CN(CC1)C1=NC(=C2N=CN(C2=N1)[C@H]1[C@@H]([C@@H]([C@H](C1)NC(CC)=O)O)O)NCC(C1=CC=CC=C1)C1=CC=CC=C1 (4-{[(R)-3-(3-{(R)-1-[9-((1R,2S,3R,4S)-2,3-Dihydroxy-4-propionylamino-cyclopentyl)-6-(2,2-diphenyl-ethylamino)-9H-purin-2-yl]-pyrrolidin-3-yl}-ureido)-pyrrolidine-1-carbonyl]-amino}-piperidine-1-carboxylic acid benzyl ester trifluoroacetate). As a reaction SMILES: [CH2:1]([O:8][C:9]([N:11]1[CH2:16][CH2:15][CH:14]([NH:17][C:18](NCCNC(C2N=C3C(N=CN3[C@@H]3C[C@H](NC(=O)CC)[C@@H](O)[C@H]3O)=C(NCC(C3C=CC=CC=3)C3C=CC=CC=3)N=2)=O)=[O:19])[CH2:13][CH2:12]1)=[O:10])[C:2]1[CH:7]=[CH:6][CH:5]=[CH:4][CH:3]=1.[F:62][C:63]([F:68])([F:67])[C:64]([OH:66])=[O:65].[C:69]1([CH:75]([C:113]2[CH:118]=[CH:117][CH:116]=[CH:115][CH:114]=2)[CH2:76][NH:77][C:78]2[N:86]=[C:85]([N:87]3[CH2:91][CH2:90][C@@H:89]([NH:92][C:93]([NH:95][C@@H:96]4[CH2:100][CH2:99][NH:98][CH2:97]4)=[O:94])[CH2:88]3)[N:84]=[C:83]3[C:79]=2[N:80]=[CH:81][N:82]3[C@@H:101]2[CH2:105][C@H:104]([NH:106][C:107](=[O:110])[CH2:108][CH3:109])[C@@H:103]([OH:111])[C@H:102]2[OH:112])[CH:74]=[CH:73][CH:72]=[CH:71][CH:70]=1>>[F:62][C:63]([F:68])([F:67])[C:64]([OH:66])=[O:65].[CH2:1]([O:8][C:9]([N:11]1[CH2:16][CH2:15][CH:14]([NH:17][C:18]([N:98]2[CH2:99][CH2:100][C@@H:96]([NH:95][C:93]([NH:92][C@@H:89]3[CH2:90][CH2:91][N:87]([C:85]4[N:84]=[C:83]5[C:79]([N:80]=[CH:81][N:82]5[C@@H:101]5[CH2:105][C@H:104]([NH:106][C:107](=[O:110])[CH2:108][CH3:109])[C@@H:103]([OH:111])[C@H:102]5[OH:112])=[C:78]([NH:77][CH2:76][CH:75]([C:113]5[CH:114]=[CH:115][CH:116]=[CH:117][CH:118]=5)[C:69]5[CH:74]=[CH:73][CH:72]=[CH:71][CH:70]=5)[N:86]=4)[CH2:88]3)=[O:94])[CH2:97]2)=[O:19])[CH2:13][CH2:12]1)=[O:10])[C:2]1[CH:7]=[CH:6][CH:5]=[CH:4][CH:3]=1 |f:1.2,3.4|. Procedure details: The title compound is prepared analogously to 4-[3-(2-{[9-((1R,2S,3R,4S)-2,3-dihydroxy-4-propionylamino-cyclopentyl)-6-(2,2-diphenyl-ethylamino)-9H-purine-2-carbonyl]-amino}-ethyl)-ureido]-piperidine-1-carboxylic acid benzyl ester (Example 108) by replacing 9-((1R,2S,3R,4S)-2,3-dihydroxy-4-propionylamino-cyclopentyl)-6-(2,2-diphenyl-ethylamino)-9H-purine-2-carboxylic acid (2-amino-ethyl)-amide with N-((1S,2R,3S,4R)-4-{6-(2,2-diphenyl-ethylamino)-2-[(R)-3-((R)-3-pyrrolidin-3-ylureido)-pyrrolidin-... The reactants are Cc1nc(N)nc2c1C(=NOCCCN(C)C)CC(c1cc(F)ccc1-c1ccccc1)C2, [H-], Cc1nc(N)nc2c1C(=NO)CC(c1ccc(F)cc1-c1cccnc1)C2, [Na+], O. Yields the product Cc1nc(N)nc2c1C(=NOCCCN(C)C)CC(c1ccc(F)cc1-c1cccnc1)C2. As a reaction SMILES: [CH3:30][N:31]([CH2:32][CH2:33][CH2:34][O:35][N:36]=[C:37]1[CH2:38][CH:39]([c:40]2[cH:41][c:42]([F:43])[cH:44][cH:45][c:46]2-[c:47]2[cH:48][cH:49][cH:50][cH:51][cH:52]2)[CH2:53][c:54]2[n:55][c:56]([NH2:57])[n:58][c:59]([CH3:60])[c:61]21)[CH3:62].[H-:28].[NH2:1][c:2]1[n:3][c:4]2[c:9]([c:10]([CH3:12])[n:11]1)[C:8](=[N:13][OH:14])[CH2:7][CH:6]([c:15]1[c:16](-[c:22]3[cH:23][n:24][cH:25][cH:26][cH:27]3)[cH:17][c:18]([F:21])[cH:19][cH:20]1)[CH2:5]2.[Na+:29].[OH2:63]>>[NH2:1][c:2]1[n:3][c:4]2[c:9]([c:10]([CH3:12])[n:11]1)[C:8](=[N:13][O:14][CH2:34][CH2:33][CH2:32][N:31]([CH3:30])[CH3:62])[CH2:7][CH:6]([c:15]1[c:16](-[c:22]3[cH:23][n:24][cH:25][cH:26][cH:27]3)[cH:17][c:18]([F:21])[cH:19][cH:20]1)[CH2:5]2. Run in CN(C)C=O (DMF). RXN SMILES: [Cl:1][C:2]1[CH:3]=[C:4]2[C:12](=[CH:13][CH:14]=1)[N:11]([CH2:15][C:16]1[CH:21]=[CH:20][C:19]([F:22])=[CH:18][CH:17]=1)[C:10]1[CH:9]=[CH:8][CH:7]=[C:6]([OH:23])[C:5]2=1.Cl.[CH2:25]([N:27]([CH2:31][CH3:32])[CH2:28][CH2:29]Cl)[CH3:26].C(=O)([O-])[O-].[K+].[K+].[I-].[Na+]>CN(C=O)C>[Cl:1][C:2]1[CH:3]=[C:4]2[C:12](=[CH:13][CH:14]=1)[N:11]([CH2:15][C:16]1[CH:21]=[CH:20][C:19]([F:22])=[CH:18][CH:17]=1)[C:10]1[CH:9]=[CH:8][CH:7]=[C:6]([O:23][CH2:26][CH2:25][N:27]([CH2:31][CH3:32])[CH2:28][CH3:29])[C:5]2=1 |f:1.2,3.4.5,6.7|. Procedure details: 6-Chloro-9-(4-fluorobenzyl)-9H-carbazol-4-ol (0.0619 g, 0.19 mmol), 2-diethylaminoethylchloride hydrochloride (0.0494 g, 0.29 mmol), potassium carbonate (0.0750 g, 0.54 mmol), sodium iodide (0.0021 g, 0.014 mmol) and DMF (1 mL) are heated at 85° C. for 4 h. After the mixture had cooled, it is partitioned between water and ether. The aqueous layer is also extracted with ethyl acetate several times. The combined organic layers are dried over magnesium sulfate and concentrated to an oil. The oil is... Yield: 73.2%. Product: ClC=1C=C2C=3C(=CC=CC3N(C2=CC1)CC1=CC=C(C=C1)F)OCCN(CC)CC (N-(2-{[6-Chloro-9-(4-fluorobenzyl)-9H-carbazol-4-yl]oxy}ethyl)-N,N-diethylamine). The reactants are ClC=1C=C2C=3C(=CC=CC3N(C2=CC1)CC1=CC=C(C=C1)F)O (6-Chloro-9-(4-fluorobenzyl)-9H-carbazol-4-ol), Cl.C(C)N(CCCl)CC (2-diethylaminoethylchloride hydrochloride), C([O-])([O-])=O.[K+].[K+] (potassium carbonate), [I-].[Na+] (sodium iodide). Reactants: C(#N)CC(=O)O (cyanoacetic acid), NC1CCN(CC1)C1=NC(=NC=C1F)NC1=CC=C(C=C1)N1CCN(CC1)C(C)=O (1-(4-(4-(4-(4-aminopiperidin-1-yl)-5-fluoropyrimidin-2-ylamino)phenyl)piperazin-1-yl)ethanone), TEA, C(C(=O)Cl)(=O)Cl (oxalyl chloride). The reagents and catalysts are C(Cl)Cl (CH2Cl2). The solvent is CN(C)C=O (DMF). Reaction conditions: time 30 minute. The product is C(C)(=O)N1CCN(CC1)C1=CC=C(C=C1)NC1=NC=C(C(=N1)N1CCC(CC1)NC(CC#N)=O)F (N-(1-(2-(4-(4-acetylpiperazin-1-yl)phenylamino)-5-fluoropyrimidin-4-yl)piperidin-4-yl)-2-cyanoacetamide). Isolated yield 14.7%. Reaction SMILES: [C:1]([CH2:3][C:4]([OH:6])=O)#[N:2].C(Cl)(=O)C(Cl)=O.[NH2:13][CH:14]1[CH2:19][CH2:18][N:17]([C:20]2[C:25]([F:26])=[CH:24][N:23]=[C:22]([NH:27][C:28]3[CH:33]=[CH:32][C:31]([N:34]4[CH2:39][CH2:38][N:37]([C:40](=[O:42])[CH3:41])[CH2:36][CH2:35]4)=[CH:30][CH:29]=3)[N:21]=2)[CH2:16][CH2:15]1>C(Cl)Cl.CN(C=O)C>[C:40]([N:37]1[CH2:38][CH2:39][N:34]([C:31]2[CH:32]=[CH:33][C:28]([NH:27][C:22]3[N:21]=[C:20]([N:17]4[CH2:16][CH2:15][CH:14]([NH:13][C:4](=[O:6])[CH2:3][C:1]#[N:2])[CH2:19][CH2:18]4)[C:25]([F:26])=[CH:24][N:23]=3)=[CH:29][CH:30]=2)[CH2:35][CH2:36]1)(=[O:42])[CH3:41]. Procedure details: To a suspension of cyanoacetic acid (85 mg, 1.00 mmol) in CH2Cl2 (2 mL) (containing 2 drops of DMF) at room temperature, oxalyl chloride (0.082 mL, 0.94 mmol) was added. Gas evolved and suspension became clear. It was then stirred for 30 min. To the above solution cooled in an ice bath, a solution of 1-(4-(4-(4-(4-aminopiperidin-1-yl)-5-fluoropyrimidin-2-ylamino)phenyl)piperazin-1-yl)ethanone (70 mg, 0.17 mmol) and TEA (0.478 mL, 3.43 mmol) in DMF (2 mL) was added drop wise. The mixture was then... Reactants: CC(C)C=O, O=C(Nc1ccc(Cl)cn1)c1ccccc1NC(=O)C1CCNCC1, O=C(O)C(F)(F)F. Yields the product CC(C)CN1CCC(C(=O)Nc2ccccc2C(=O)Nc2ccc(Cl)cn2)CC1. Reaction SMILES: [CH:33]([CH:34]([CH3:35])[CH3:36])=[O:37].[Cl:8][c:9]1[cH:10][cH:11][c:12]([NH:15][C:16]([c:17]2[c:18]([NH:23][C:24](=[O:25])[CH:26]3[CH2:27][CH2:28][NH:29][CH2:30][CH2:31]3)[cH:19][cH:20][cH:21][cH:22]2)=[O:32])[n:13][cH:14]1.[F:1][C:2]([F:3])([F:4])[C:5]([OH:6])=[O:7]>>[Cl:8][c:9]1[cH:10][cH:11][c:12]([NH:15][C:16]([c:17]2[c:18]([NH:23][C:24](=[O:25])[CH:26]3[CH2:27][CH2:28][N:29]([CH2:33][CH:34]([CH3:35])[CH3:36])[CH2:30][CH2:31]3)[cH:19][cH:20][cH:21][cH:22]2)=[O:32])[n:13][cH:14]1.